This data is from the Open Reaction Database (ORD), a public repository of structured organic reaction records. The task is: describe an organic reaction: reactants, conditions, products, and yield Reactants: BrC=1C(=NC=C(C(=O)O)C1)Cl (5-bromo-6-chloro-nicotinic acid), ClC=1C=C(N)C=CC1OC(F)(F)F (3-chloro-4-(trifluoromethoxy)aniline). Product: BrC=1C(=NC=C(C(=O)NC2=CC(=C(C=C2)OC(F)(F)F)Cl)C1)Cl (5-Bromo-6-chloro-N-(3-chloro-4-(trifluoromethoxy)phenyl)nicotinamide). RXN SMILES: [Br:1][C:2]1[C:3]([Cl:11])=[N:4][CH:5]=[C:6]([CH:10]=1)[C:7]([OH:9])=O.[Cl:12][C:13]1[CH:14]=[C:15]([CH:17]=[CH:18][C:19]=1[O:20][C:21]([F:24])([F:23])[F:22])[NH2:16]>>[Br:1][C:2]1[C:3]([Cl:11])=[N:4][CH:5]=[C:6]([CH:10]=1)[C:7]([NH:16][C:15]1[CH:17]=[CH:18][C:19]([O:20][C:21]([F:22])([F:23])[F:24])=[C:13]([Cl:12])[CH:14]=1)=[O:9]. Reported procedure: The title compound was prepared in an analogous fashion to that described in Stage 185.2 using 5-bromo-6-chloro-nicotinic acid and 3-chloro-4-(trifluoromethoxy)aniline to afford an off-white crystalline solid. HPLC (Condition 4) tR=6.72 min, UPLC-MS (Condition 3) tR=1.34 min, m/z=429.0 [M−H]−. Starting materials: sulfoxide, S1(SC(C2=C1C=CC=C2)=O)=O (3H-1,2-benzodithiol-3-one 1-oxide), OO (H2O2), aqueous solution, OO (hydrogen peroxide), OO (H2O2), S1SC(C2=C1C=CC=C2)=O (3H-1,2-Benzodithiol-3-one), C(Cl)(Cl)Cl (CHCl3). Solvent: FC(C(=O)O)(F)F (trifluoroacetic acid). Reaction conditions: time 30 minute. Product: S1(SC(C2=C1C=CC=C2)=O)(=O)=O (3H-1,2-Benzodithiol-3-one 1,1-dioxide). As a reaction SMILES: S1C2C=CC=CC=2C(=[O:10])S1.OO.C(Cl)(Cl)Cl.[S:17]1(=[O:27])[C:21]2[CH:22]=[CH:23][CH:24]=[CH:25][C:20]=2[C:19](=[O:26])[S:18]1>FC(F)(F)C(O)=O>[S:17]1(=[O:10])(=[O:27])[C:21]2[CH:22]=[CH:23][CH:24]=[CH:25][C:20]=2[C:19](=[O:26])[S:18]1. Procedure: To a stirred suspension of 3H-1,2-Benzodithiol-3-one (39.2 g, 0.23 mole) in trifluoroacetic acid (250 mL) was added 40 mL of a 30% aqueous solution of hydrogen peroxide. Cooling was necessary to maintain the internal reaction temperature between 40°-45° C. After 30 minutes, an additional 40 mL of 30% H2O2 was added and the reaction mixture was heated to ensure an internal reaction temperature of 40°-45° C. 30 minutes later, the last portion of 30% H2O2 (40 mL) was added under the same temperatur...